From a dataset of the Open Reaction Database (ORD), a public repository of structured organic reaction records. describe an organic reaction: reactants, conditions, products, and yield Starting materials: C(C)(C)(C)C12C(OC(OC1)(OC2)CCCCC#C)C#N (4-t-Butyl-1-(hex-5-ynyl)-2,6,7-trioxabicyclo[2.2.2]octane-3-carbonitrile), C(C)(C)(C)C(CO)(CO)CO (2-t-butyl-2-hydroxymethylpropan-1,3-diol). Yields the product C(CCC)C12C(OC(OC1)(OC2)CCCCC#C)C#N (4-n-Butyl-1-(hex-5-ynyl)-2,6,7-trioxabicyclo[2.2.2]octane-3-carbonitrile). RXN SMILES: [C:1]([C:5]12[CH2:12][O:11][C:8]([CH2:13][CH2:14][CH2:15][CH2:16][C:17]#[CH:18])([O:9][CH2:10]1)[O:7][CH:6]2[C:19]#[N:20])([CH3:4])(C)C.[C:21](C(CO)(CO)CO)(C)(C)[CH3:22]>>[CH2:1]([C:5]12[CH2:10][O:9][C:8]([CH2:13][CH2:14][CH2:15][CH2:16][C:17]#[CH:18])([O:11][CH2:12]1)[O:7][CH:6]2[C:19]#[N:20])[CH2:4][CH2:21][CH3:22]. Reported procedure: 4-t-Butyl-1-(hex-5-ynyl)-2,6,7-trioxabicyclo[2.2.2]octane-3-carbonitrile (Preparation of 2-t-butyl-2-hydroxymethylpropan-1,3-diol,